From a dataset of the Open Reaction Database (ORD), a public repository of structured organic reaction records. describe an organic reaction: reactants, conditions, products, and yield Reactants: NC=1C(=NC(=CC1)C1CCC2(OCCO2)CC1)C(=O)NC (3-Amino-6-(1,4-dioxaspiro[4.5]dec-8-yl)-N-methylpyridine-2-carboxamide), NC=1C(=NC(=CC1)C1CCC2(OCCO2)CC1)C(=O)NC (3-Amino-6-(1,4-dioxaspiro[4.5]dec-8-yl)-N-methylpyridine-2-carboxamide), CC(=O)O (AcOH), O (H2O). Run at temperature 75 celsius. The product is NC=1C(=NC(=CC1)C1CCC(CC1)=O)C(=O)NC (3-amino-N-methyl-6-(4-oxocyclohexyl)pyridine-2-carboxamide). As a reaction SMILES: [NH2:1][C:2]1[C:3]([C:18]([NH:20][CH3:21])=[O:19])=[N:4][C:5]([CH:8]2[CH2:17][CH2:16][C:11]3(OCC[O:12]3)[CH2:10][CH2:9]2)=[CH:6][CH:7]=1.CC(O)=O.O>>[NH2:1][C:2]1[C:3]([C:18]([NH:20][CH3:21])=[O:19])=[N:4][C:5]([CH:8]2[CH2:9][CH2:10][C:11](=[O:12])[CH2:16][CH2:17]2)=[CH:6][CH:7]=1. Procedure details: A mixture of 3-Amino-6-(1,4-dioxaspiro[4.5]dec-8-yl)-N-methylpyridine-2-carboxamide (Compound 232C, 0.160 g, 0.549 mmol) in AcOH (1.0 mL, 18 mmol) and H2O (0.2 mL, 10 mmol) was warmed to 75° C. for 2.5 hours, after which, the reaction was cooled and concentrated in vacuo. The residue was taken up in water and basified with a saturated aqueous solution of K2CO3. This mixture was extracted three times with DCM and the combined organic layers were dried over Na2SO4, filtered and concentrated to a b... Reactants: CCOC(=O)c1c(-c2ccncc2)nn(-c2cccc(OC(F)(F)F)c2)c1C, C1CCOC1, CO, CCOC(C)=O, [Li+], [OH-], O, O. Product: Cc1c(C(=O)O)c(-c2ccncc2)nn1-c1cccc(OC(F)(F)F)c1. As a reaction SMILES: [CH2:1]([CH3:2])[O:3][C:4](=[O:5])[c:6]1[c:7](-[c:23]2[cH:24][cH:25][n:26][cH:27][cH:28]2)[n:8][n:9](-[c:12]2[cH:13][c:14]([O:18][C:19]([F:20])([F:21])[F:22])[cH:15][cH:16][cH:17]2)[c:10]1[CH3:11].[CH2:32]1[O:33][CH2:34][CH2:35][CH2:36]1.[CH3:37][OH:38].[CH3:40][CH2:41][O:42][C:43]([CH3:44])=[O:45].[Li+:31].[OH-:30].[OH2:29].[OH2:39]>>[O:3]=[C:4]([OH:5])[c:6]1[c:7](-[c:23]2[cH:24][cH:25][n:26][cH:27][cH:28]2)[n:8][n:9](-[c:12]2[cH:13][c:14]([O:18][C:19]([F:20])([F:21])[F:22])[cH:15][cH:16][cH:17]2)[c:10]1[CH3:11]. The reactants are CCO, CC(=O)COc1cccc(C)c1, CC(=O)[O-], Cl, NO, [Na+], O. Yields the product CC(COc1cccc(C)c1)=NO. RXN SMILES: [CH3:13][CH2:14][OH:15].[CH3:1][c:2]1[cH:3][c:4]([O:5][CH2:6][C:7]([CH3:8])=[O:9])[cH:10][cH:11][cH:12]1.[CH3:20][C:21](=[O:22])[O-:23].[ClH:16].[NH2:17][OH:18].[Na+:19].[OH2:24]>>[CH3:1][c:2]1[cH:3][c:4]([O:5][CH2:6][C:7]([CH3:8])=[N:17][OH:18])[cH:10][cH:11][cH:12]1. The reactants are FC=1C=C(C(=O)O)C=CC1OC (3-fluoro-4-methoxybenzoic acid), Br (HBr). Solvent: C(C)(=O)O (acetic acid). Yields the product FC=1C=C(C(=O)O)C=CC1O (3-fluoro-4-hydroxybenzoic acid). As a reaction SMILES: [F:1][C:2]1[CH:3]=[C:4]([CH:8]=[CH:9][C:10]=1[O:11]C)[C:5]([OH:7])=[O:6].Br>C(O)(=O)C>[F:1][C:2]1[CH:3]=[C:4]([CH:8]=[CH:9][C:10]=1[OH:11])[C:5]([OH:7])=[O:6]. Procedure details: Next, the 3-fluoro-4-methoxybenzoic acid (IV) was digested with HBr (20 ml) and glacial acetic acid (40 ml) overnight. Most of the acetic acid was distilled off and the remaining mixture was diluted with water. The precipitated benzoic acid was extracted in ether; the ether layer was dried, filtered and rotary evaporated to produce 11.0 g of the 3-fluoro-4-hydroxybenzoic acid (V).